From a dataset of the Open Reaction Database (ORD), a public repository of structured organic reaction records. describe an organic reaction: reactants, conditions, products, and yield The reactants are O=C([O-])[O-], CC(C)(C)P(C(C)(C)C)C(C)(C)C, Cc1cc(Nc2nc(Cl)nc3ccccc23)n[nH]1, [Na+], [Na+], CN(C)C=O, O, Cc1cccc(B(O)O)c1. The product is Cc1cccc(-c2nc(Nc3cc(C)n[nH]3)c3ccccc3n2)c1. Reaction SMILES: [C:29](=[O:30])([O-:31])[O-:32].[C:35]([P:36]([C:37]([CH3:38])([CH3:39])[CH3:40])[C:41]([CH3:42])([CH3:43])[CH3:44])([CH3:45])([CH3:46])[CH3:47].[Cl:1][c:2]1[n:3][c:4]2[cH:5][cH:6][cH:7][cH:8][c:9]2[c:10]([NH:12][c:13]2[n:14][nH:15][c:16]([CH3:18])[cH:17]2)[n:11]1.[Na+:33].[Na+:34].[O:48]=[CH:49][N:50]([CH3:51])[CH3:52].[OH2:53].[c:19]1([CH3:28])[cH:20][c:21]([B:25]([OH:26])[OH:27])[cH:22][cH:23][cH:24]1>>[c:2]1(-[c:21]2[cH:20][c:19]([CH3:28])[cH:24][cH:23][cH:22]2)[n:3][c:4]2[cH:5][cH:6][cH:7][cH:8][c:9]2[c:10]([NH:12][c:13]2[nH:14][n:15][c:16]([CH3:18])[cH:17]2)[n:11]1. The reactants are ClC1=C(C=CC=C1)[C@@H](C)OC1=C(SC(=C1)N1C=NC2=C1C=CC(=C2)C=2OC(=NN2)C)C(=O)OC (methyl 3-{[(1R)-1-(2-chlorophenyl) ethyl]oxy}-5-[5-(5-methyl-1,3,4-oxadiazol-2-yl)-1H-benzimidazol-1-yl]-2-thiophenecarboxylate), ClC1=C(C=CC=C1O)[C@@H](C)OC1=C(SC(=C1)N1C=NC2=C1C=C(C=C2)C#N)C(=O)OC (methyl 3-[(1R)-1-(2-chloro-3-hydroxyphenyl)ethoxy]-5-(6-cyano-1H-benzimidazol-1-yl)thiophene-2-carboxylate). The product is OC1=C(SC(=C1)N1C=NC2=C1C=CC(=C2)C=2OC(=NN2)C)C(=O)OC (Methyl 3-hydroxy-5-[5-(5-methyl-1,3,4-oxadiazol-2-yl)-1H-benzimidazol-1-yl]-2-thiophenecarboxylate). Isolated yield 81.9%. RXN SMILES: ClC1C=CC=CC=1[C@H]([O:10][C:11]1[CH:15]=[C:14]([N:16]2[C:20]3[CH:21]=[CH:22][C:23]([C:25]4[O:26][C:27]([CH3:30])=[N:28][N:29]=4)=[CH:24][C:19]=3[N:18]=[CH:17]2)[S:13][C:12]=1[C:31]([O:33][CH3:34])=[O:32])C.ClC1C(O)=CC=CC=1[C@H](OC1C=C(N2C3C=C(C#N)C=CC=3N=C2)SC=1C(OC)=O)C>>[OH:10][C:11]1[CH:15]=[C:14]([N:16]2[C:20]3[CH:21]=[CH:22][C:23]([C:25]4[O:26][C:27]([CH3:30])=[N:28][N:29]=4)=[CH:24][C:19]=3[N:18]=[CH:17]2)[S:13][C:12]=1[C:31]([O:33][CH3:34])=[O:32]. Procedure details: The title compound was prepared from methyl 3-{[(1R)-1-(2-chlorophenyl) ethyl]oxy}-5-[5-(5-methyl-1,3,4-oxadiazol-2-yl)-1H-benzimidazol-1-yl]-2-thiophenecarboxylate (139 mg) using a procedure analogous to Intermediate 3, Step D to give 82.0 mg of the desired product. MS (ESI): 357 [M+H]+. Reactants: COC1=C(C=C(C(=O)Cl)C=C1)CCCCC (4-methoxy-3-pentylbenzoyl chloride), CC(=O)C=1C=CC(=CC1O)O (2,4-dihydroxyacetophenone), CC(=O)C=1C(=CC(=CC1O)O)O (2,4,6-trihydroxyacetophenone). The product is OC1=C2C(C=C(OC2=CC(=C1)O)C1=CC(=C(C=C1)OC)CCCCC)=O (5,7-Dihydroxy-4'-methoxy-3'-pentylflavone). As a reaction SMILES: [CH3:1][O:2][C:3]1[CH:11]=[CH:10][C:6]([C:7](Cl)=[O:8])=[CH:5][C:4]=1[CH2:12][CH2:13][CH2:14][CH2:15][CH3:16].[CH3:17][C:18]([C:20]1[CH:21]=[CH:22][C:23]([OH:27])=[CH:24][C:25]=1[OH:26])=[O:19].CC(C1C(O)=CC(O)=CC=1O)=O>>[OH:26][C:25]1[CH:24]=[C:23]([OH:27])[CH:22]=[C:21]2[C:20]=1[C:18](=[O:19])[CH:17]=[C:7]([C:6]1[CH:10]=[CH:11][C:3]([O:2][CH3:1])=[C:4]([CH2:12][CH2:13][CH2:14][CH2:15][CH3:16])[CH:5]=1)[O:8]2. Procedure details: Using the procedure described in Preparation B, replacing 3-cyclopentyloxy-4-methoxybenzoyl chloride by 4-methoxy-3-pentylbenzoyl chloride, and 2,4-dihydroxyacetophenone by 2,4,6-trihydroxyacetophenone, the expected compound is obtained. Solvent: CN(C=O)C (N,N-dimethylformamide), CN(C=O)C (N,N-dimethylformamide), CN(C=O)C (N,N-dimethylformamide). Yields the product C(C)OC(C1=CN=C(C=C1OC1=CC=CC=C1)Cl)=O (6-Chloro-4-phenoxy-nicotinic Acid Ethyl Ester). As a reaction SMILES: [H-].[Na+].[C:3]1([OH:9])[CH:8]=[CH:7][CH:6]=[CH:5][CH:4]=1.[CH2:10]([O:12][C:13](=[O:22])[C:14]1[C:19](Cl)=[CH:18][C:17]([Cl:21])=[N:16][CH:15]=1)[CH3:11]>CN(C)C=O>[CH2:10]([O:12][C:13](=[O:22])[C:14]1[C:19]([O:9][C:3]2[CH:8]=[CH:7][CH:6]=[CH:5][CH:4]=2)=[CH:18][C:17]([Cl:21])=[N:16][CH:15]=1)[CH3:11] |f:0.1|. Reactants: C(C)OC(C1=CN=C(C=C1Cl)Cl)=O (4,6-dichloro-nicotinic acid ethyl ester), [H-].[Na+] (sodium hydride), oil, C1(=CC=CC=C1)O (phenol). Reported procedure: To a solution of 196 mg (ca. 4 mmol) sodium hydride dispersion in mineral oil (ca. 50%) in 15 ml N,N-dimethylformamide a solution of 385 mg (4.09 mmol) phenol in 10 ml N,N-dimethylformamide was added dropwise at room temperature under argon. After 15 min. this solution was slowly added via cannula to a solution of 4,6-dichloro-nicotinic acid ethyl ester in 20 ml N,N-dimethylformamide at room temperature. After 2 h the reaction was quenched with 20 ml water. The mixture was extracted with 3 50-ml... Yield: 70.4%.